From a dataset of the Open Reaction Database (ORD), a public repository of structured organic reaction records. describe an organic reaction: reactants, conditions, products, and yield The reactants are CC=1N(C=CN1)C1=CC=C(CO)C=C1 (4-(2-Methylimidazol-1-yl)benzyl alcohol), O=S(Cl)Cl (SOCl2). Product: Cl.CC=1N(C=CN1)C1=CC=C(CCl)C=C1 (4-(2-Methylimidazol-1-yl)benzyl chloride hydrochloride). Reaction SMILES: [CH3:1][C:2]1[N:3]([C:7]2[CH:14]=[CH:13][C:10]([CH2:11]O)=[CH:9][CH:8]=2)[CH:4]=[CH:5][N:6]=1.O=S(Cl)[Cl:17]>>[ClH:17].[CH3:1][C:2]1[N:3]([C:7]2[CH:14]=[CH:13][C:10]([CH2:11][Cl:17])=[CH:9][CH:8]=2)[CH:4]=[CH:5][N:6]=1 |f:2.3|. Procedure: 4-(2-Methylimidazol-1-yl)benzyl alcohol (1.28 g, 6.8 mmol) in SOCl2 (5 ml) was stirred at ambient temperature for 30 minutes and then volatiles removed under reduced pressure. The resultant crude product was washed with minimal dry Et2O and dried in vacuo to afford the titled compound (1.65 g, quant.) as white solids. Starting materials: FC(OC=1C=C(C=CC1)N1N=C(C(C=C1)=O)C(\C=C\N(C)C)=O)F (1-(3-Difluoromethoxy-phenyl)-3-((E)-3-dimethylamino-acryloyl)-1H-pyridazin-4-one), FC(OC=1C=C(C=CC1)NN)(F)F (3-trifluoromethoxy-phenylhydrazine). Product: FC(OC=1C=C(C=CC1)N1N=C(C(C=C1)=O)C=1N(N=CC1)C1=CC(=CC=C1)OC(F)(F)F)F (1-(3-Difluoromethoxy-phenyl)-3-[2-(3-trifluoromethoxy-phenyl)-2H-pyrazol-3-yl]-1H-pyridazin-4-one). Reaction SMILES: [F:1][CH:2]([F:24])[O:3][C:4]1[CH:5]=[C:6]([N:10]2[CH:15]=[CH:14][C:13](=[O:16])[C:12]([C:17](=O)/[CH:18]=[CH:19]/[N:20](C)C)=[N:11]2)[CH:7]=[CH:8][CH:9]=1.[F:25][C:26]([F:37])([F:36])[O:27][C:28]1[CH:29]=[C:30]([NH:34]N)[CH:31]=[CH:32][CH:33]=1>>[F:1][CH:2]([F:24])[O:3][C:4]1[CH:5]=[C:6]([N:10]2[CH:15]=[CH:14][C:13](=[O:16])[C:12]([C:17]3[N:34]([C:30]4[CH:31]=[CH:32][CH:33]=[C:28]([O:27][C:26]([F:25])([F:36])[F:37])[CH:29]=4)[N:20]=[CH:19][CH:18]=3)=[N:11]2)[CH:7]=[CH:8][CH:9]=1. Procedure: The product was obtained starting from 1-(3-Difluoromethoxy-phenyl)-3-((E)-3-dimethylamino-acryloyl)-1H-pyridazin-4-one (A-10) and 3-trifluoromethoxy-phenylhydrazine according to the method described for example 91. MS: M=465.1 (M+H)+ Starting materials: FCCBr, CCc1nc(-c2ccc(OC)cc2OC)c(CC)nc1NC1c2ccccc2CC1O, CCOC1Cc2ccccc2C1Nc1nc(CC)c(-c2ccc(Cl)cc2Cl)nc1CC. The product is CCc1nc(-c2ccc(OC)cc2OC)c(CC)nc1NC1c2ccccc2CC1OCCF. Reaction SMILES: [Br:63][CH2:64][CH2:65][F:66].[CH3:32][O:33][c:34]1[c:35](-[c:42]2[n:43][c:44]([CH2:61][CH3:62])[c:45]([NH:50][CH:51]3[CH:52]([OH:60])[CH2:53][c:54]4[cH:55][cH:56][cH:57][cH:58][c:59]43)[n:46][c:47]2[CH2:48][CH3:49])[cH:36][cH:37][c:38]([O:40][CH3:41])[cH:39]1.[Cl:1][c:2]1[cH:3][c:4]([Cl:5])[cH:6][cH:7][c:8]1-[c:9]1[n:10][c:11]([CH2:12][CH3:13])[c:14]([NH:15][CH:16]2[c:17]3[c:18]([cH:19][cH:20][cH:21][cH:22]3)[CH2:23][CH:24]2[O:25][CH2:26][CH3:27])[n:28][c:29]1[CH2:30][CH3:31]>>[CH3:32][O:33][c:34]1[c:35](-[c:42]2[n:43][c:44]([CH2:61][CH3:62])[c:45]([NH:50][CH:51]3[CH:52]([O:60][CH2:64][CH2:65][F:66])[CH2:53][c:54]4[cH:55][cH:56][cH:57][cH:58][c:59]43)[n:46][c:47]2[CH2:48][CH3:49])[cH:36][cH:37][c:38]([O:40][CH3:41])[cH:39]1. Reactants: C1CNC=C(C=2NC=3C=CC=CC3C21)C(=O)OCC (ethyl 1,2,3,6-tetrahydroazepino[4,5-b]indole-5-carboxylate), COC=1C=CC(=CC1)P2(=S)SP(=S)(S2)C=3C=CC(=CC3)OC (Lawesson's reagent). Run in C1(=CC=CC=C1)C (toluene). Product: C(C)OC(=S)C1=CNCCC2=C1NC=1C=CC=CC21 (1,2,3,6-tetrahydroazepino[4,5-b]indole-5-carbothioic acid O-ethyl ester). Yield: 5.0%. As a reaction SMILES: [CH2:1]1[C:14]2[C:13]3[CH:12]=[CH:11][CH:10]=[CH:9][C:8]=3[NH:7][C:6]=2[C:5]([C:15]([O:17][CH2:18][CH3:19])=O)=[CH:4][NH:3][CH2:2]1.COC1C=CC(P2(SP(C3C=CC(OC)=CC=3)(=S)S2)=[S:29])=CC=1>C1(C)C=CC=CC=1>[CH2:18]([O:17][C:15]([C:5]1[C:6]2[NH:7][C:8]3[CH:9]=[CH:10][CH:11]=[CH:12][C:13]=3[C:14]=2[CH2:1][CH2:2][NH:3][CH:4]=1)=[S:29])[CH3:19]. Reported procedure: To a solution of ethyl 1,2,3,6-tetrahydroazepino[4,5-b]indole-5-carboxylate (0.51 g, 2 mmol) in toluene (20 mL) was added Lawesson's reagent (1.45 g, 3.6 mmol). The resulting suspension was heated to reflux under nitrogen for 24 hours. Solvent was evaporated to give the crude product, which was purified by column chromatography on silica gel eluting with MeOH-DCM (1:19) to give 1,2,3,6-tetrahydroazepino[4,5-b]indole-5-carbothioic acid O-ethyl ester (27 mg); MS (ES): 273 (MH+). The reactants are Br[Mg]c1ccccc1 (effective_coupling_partner), CCOc1ccc(N(C)C)cc1 (substrate). Reagents/catalysts: PCy3. Run at temperature 70 celsius, time 15 hour. Product: CN(C)c2ccc(c1ccccc1)cc2.